From a dataset of the Open Reaction Database (ORD), a public repository of structured organic reaction records. describe an organic reaction: reactants, conditions, products, and yield The reactants are COC(=O)c1nc(Br)cnc1OC, C[Zn]C, Cc1ccccc1, CCOC(C)=O, [Cl-], [NH4+], [Na+], [Na+], O=C([O-])[O-], C1CCOC1. Product: COC(=O)c1nc(C)cnc1OC. Reaction SMILES: [Br:1][c:2]1[cH:3][n:4][c:5]([O:12][CH3:13])[c:6]([C:8](=[O:9])[O:10][CH3:11])[n:7]1.[CH3:14][Zn:15][CH3:16].[CH3:30][c:31]1[cH:32][cH:33][cH:34][cH:35][cH:36]1.[CH3:37][CH2:38][O:39][C:40](=[O:41])[CH3:42].[Cl-:17].[NH4+:18].[Na+:19].[Na+:20].[O-:21][C:22](=[O:23])[O-:24].[O:25]1[CH2:26][CH2:27][CH2:28][CH2:29]1>>[c:2]1([CH3:14])[cH:3][n:4][c:5]([O:12][CH3:13])[c:6]([C:8](=[O:9])[O:10][CH3:11])[n:7]1. Reactants: CC(C)(C)[O-], C[Si](C)(C)[N-][Si](C)(C)C, [K+], [K+], O=C(O)C1CC=CO1, C1CCOC1, O=C(O)C1CCc2ccccc2O1. Yields the product CC1(C(=O)O)CCc2ccccc2O1. As a reaction SMILES: [CH3:22][C:23]([CH3:24])([O-:25])[CH3:26].[CH3:28][Si:29]([CH3:30])([CH3:31])[N-:32][Si:33]([CH3:34])([CH3:35])[CH3:36].[K+:27].[K+:37].[O:1]1[CH:2]([C:6]([OH:7])=[O:8])[CH2:5][CH:4]=[CH:3]1.[O:38]1[CH2:39][CH2:40][CH2:41][CH2:42]1.[O:9]1[CH:10]([C:19](=[O:20])[OH:21])[CH2:11][CH2:12][c:13]2[cH:14][cH:15][cH:16][cH:17][c:18]21>>[CH3:2][C:10]1([C:19](=[O:20])[OH:21])[O:9][c:18]2[c:13]([cH:14][cH:15][cH:16][cH:17]2)[CH2:12][CH2:11]1.